The task is: describe an organic reaction: reactants, conditions, products, and yield. This data is from the Open Reaction Database (ORD), a public repository of structured organic reaction records. Starting materials: Cc1[nH]c2c(Cl)nccc2c1C, CCI. Product: CCn1c(C)c(C)c2ccnc(Cl)c21. RXN SMILES: [Cl:1][c:2]1[n:3][cH:4][cH:5][c:6]2[c:7]1[nH:8][c:9]([CH3:12])[c:10]2[CH3:11].[I:13][CH2:14][CH3:15]>>[Cl:1][c:2]1[n:3][cH:4][cH:5][c:6]2[c:7]1[n:8]([CH2:14][CH3:15])[c:9]([CH3:12])[c:10]2[CH3:11]. Starting materials: FC(C=1N=CNC1)(F)F (4-(trifluoromethyl)-1H-imidazole), FC1=C(C=C(C=C1)[N+](=O)[O-])C (1-fluoro-2-methyl-4-nitrobenzene), C([O-])([O-])=O.[K+].[K+] (potassium carbonate). The solvent is C(C)#N (acetonitrile), O (water), [Cl-].[NH4+] (ammonium chloride). Conditions: temperature 85 celsius. Product: CC1=C(C=CC(=C1)[N+](=O)[O-])N1C=NC(=C1)C(F)(F)F (1-(2-methyl-4-nitrophenyl)-4-(trifluoromethyl)-1H-imidazole). As a reaction SMILES: [F:1][C:2]([F:9])([F:8])[C:3]1[N:4]=[CH:5][NH:6][CH:7]=1.F[C:11]1[CH:16]=[CH:15][C:14]([N+:17]([O-:19])=[O:18])=[CH:13][C:12]=1[CH3:20].C(=O)([O-])[O-].[K+].[K+]>C(#N)C.O.[Cl-].[NH4+]>[CH3:20][C:12]1[CH:13]=[C:14]([N+:17]([O-:19])=[O:18])[CH:15]=[CH:16][C:11]=1[N:6]1[CH:7]=[C:3]([C:2]([F:9])([F:8])[F:1])[N:4]=[CH:5]1 |f:2.3.4,7.8|. Procedure details: A mixture of 4-(trifluoromethyl)-1H-imidazole (198 mg, 1.46 mmol), 1-fluoro-2-methyl-4-nitrobenzene (216 mg, 1.53 mmol) and potassium carbonate (402 mg, 2.91 mmol) in acetonitrile (1.5 mL) was heated to 85° C. for 24 hours. The mixture was diluted with water and saturated ammonium chloride and was extracted with ethyl acetate twice. The combined organic layers were dried over sodium sulfate, filtered and concentrated. Purification by column chromatography (0-50% ethyl acetate in heptane), gave 1... The reactants are O(C1=CC=CC=C1)CC1=NN2C(CN(CC2)CC2=CC=CC=C2)=C1 (4,5,6,7-tetrahydro-2-(phenoxymethyl)-5-(phenylmethyl)-pyrazolo[1,5-a]pyrazine), C(=O)[O-].[NH4+] (ammonium formate). Reagents/catalysts: [Pd] (Palladium on charcoal). Run in CO (MeOH). Reaction conditions: temperature 90 celsius, time 1 hour. Yields the product O(C1=CC=CC=C1)CC1=NN2C(CNCC2)=C1 (4,5,6,7-tetrahydro-2-(phenoxymethyl)-pyrazolo[1,5-a]pyrazine). Isolated yield 126.5%. RXN SMILES: [O:1]([CH2:8][C:9]1[CH:24]=[C:12]2[CH2:13][N:14](CC3C=CC=CC=3)[CH2:15][CH2:16][N:11]2[N:10]=1)[C:2]1[CH:7]=[CH:6][CH:5]=[CH:4][CH:3]=1.C([O-])=O.[NH4+]>[Pd].CO>[O:1]([CH2:8][C:9]1[CH:24]=[C:12]2[CH2:13][NH:14][CH2:15][CH2:16][N:11]2[N:10]=1)[C:2]1[CH:3]=[CH:4][CH:5]=[CH:6][CH:7]=1 |f:1.2|. Procedure: 10% Palladium on charcoal (0.21 g, 0.2 mmol) was added to a stirred suspension of 4,5,6,7-tetrahydro-2-(phenoxymethyl)-5-(phenylmethyl)-pyrazolo[1,5-a]pyrazine (0.65 g, 2.0 mmol) and ammonium formate (0.38 g, 6.1 mmol) in MeOH (14 mL) in a sealed tube under N2. The mixture was stirred at 90° C. for 1 hour, filtered through a pad of diatomaceous earth and washed with DCM. The solvents were evaporated in vacuo to yield 4,5,6,7-tetrahydro-2-(phenoxymethyl)-pyrazolo[1,5-a]pyrazine (0.58 g, 66% yield... Reactants: OC1=CC(=NC=2N1N=C(N2)C(=O)OC)C(C)C (7-hydroxy-5-isopropyl-2-methoxycarbonyl-s-triazolo[ 1,5-a]pyrimidine), CN(C1=CC=CC=C1)C (N,N-dimethylaniline), P(=O)(Cl)(Cl)Cl (phosphorus oxychloride). Product: ClC1=CC(=NC=2N1N=C(N2)C(=O)OC)C(C)C (7-choro-5-isopropyl-2-methoxycarbonyl-s-triazolo[1,5-a]pyrimidine). Isolated yield 91.3%. As a reaction SMILES: O[C:2]1[N:7]2[N:8]=[C:9]([C:11]([O:13][CH3:14])=[O:12])[N:10]=[C:6]2[N:5]=[C:4]([CH:15]([CH3:17])[CH3:16])[CH:3]=1.CN(C)C1C=CC=CC=1.P(Cl)(Cl)([Cl:29])=O>>[Cl:29][C:2]1[N:7]2[N:8]=[C:9]([C:11]([O:13][CH3:14])=[O:12])[N:10]=[C:6]2[N:5]=[C:4]([CH:15]([CH3:17])[CH3:16])[CH:3]=1. Procedure: To a suspension of the product obtained in Step 1 (50 g) in 700 ml of phosphorus oxychloride 31 g of N,N-dimethylaniline was dropwise added at room temperature over a period of 20 minutes. The mixture was refluxed for one hour, excess phosphorus oxychloride was removed by distillation under normal pressure, and the reddish brown residue was dissolved in 2 liters of chloroform. This solution was slowly poured into 1.5 liters of ice-cooled saturated sodium bicarbonate solution, the chloroform laye... Starting materials: CNCC(=O)O[C@@H](CN1N(C(C(=C1C)C(NC1=CC(=C(C=C1)OC1=CC=NC2=CC(=CC=C12)OC)F)=O)=O)C1=CC=CC=C1)C ((R)-1-(4-(4-(7-methoxyquinolin-4-yloxy)-3-fluorophenylcarbamoyl)-2,3-dihydro-5-methyl-3-oxo-2-phenylpyrazol-1-yl)propan-2-yl 2-(methylamino)acetate), C1(=CC=C(C=C1)S(=O)(=O)O)C (p-toluene sulphonic acid), solid. Yields the product CC1=CC=C(C=C1)S(=O)(=O)O.CNCC(=O)O[C@@H](CN1N(C(C(=C1C)C(NC1=CC(=C(C=C1)OC1=CC=NC2=CC(=CC=C12)OC)F)=O)=O)C1=CC=CC=C1)C ((R)-1-(4-(3-fluoro-4-(7-methoxyquinolin-4-yloxy)phenylcarbamoyl)-5-methyl-3-oxo-2-phenyl-2,3-dihydropyrazol-1-yl)propan-2-yl 2-(methylamino)acetate 4-methylbenzenesulfonate). As a reaction SMILES: [CH3:1][NH:2][CH2:3][C:4]([O:6][C@H:7]([CH3:45])[CH2:8][N:9]1[C:13]([CH3:14])=[C:12]([C:15](=[O:37])[NH:16][C:17]2[CH:22]=[CH:21][C:20]([O:23][C:24]3[C:33]4[C:28](=[CH:29][C:30]([O:34][CH3:35])=[CH:31][CH:32]=4)[N:27]=[CH:26][CH:25]=3)=[C:19]([F:36])[CH:18]=2)[C:11](=[O:38])[N:10]1[C:39]1[CH:44]=[CH:43][CH:42]=[CH:41][CH:40]=1)=[O:5].[C:46]1([CH3:56])[CH:51]=[CH:50][C:49]([S:52]([OH:55])(=[O:54])=[O:53])=[CH:48][CH:47]=1>>[CH3:56][C:46]1[CH:47]=[CH:48][C:49]([S:52]([OH:55])(=[O:54])=[O:53])=[CH:50][CH:51]=1.[CH3:1][NH:2][CH2:3][C:4]([O:6][C@H:7]([CH3:45])[CH2:8][N:9]1[C:13]([CH3:14])=[C:12]([C:15](=[O:37])[NH:16][C:17]2[CH:22]=[CH:21][C:20]([O:23][C:24]3[C:33]4[C:28](=[CH:29][C:30]([O:34][CH3:35])=[CH:31][CH:32]=4)[N:27]=[CH:26][CH:25]=3)=[C:19]([F:36])[CH:18]=2)[C:11](=[O:38])[N:10]1[C:39]1[CH:40]=[CH:41][CH:42]=[CH:43][CH:44]=1)=[O:5] |f:2.3|. Reported procedure: The title compound was prepared according to the procedure described in Example 39 step 3 by using (R)-1-(4-(4-(7-methoxyquinolin-4-yloxy)-3-fluorophenylcarbamoyl)-2,3-dihydro-5-methyl-3-oxo-2-phenylpyrazol-1-yl)propan-2-yl 2-(methylamino)acetate (82.3 mg, 0.134 mmol) and p-toluene sulphonic acid (50.2 mg, 0.268 mmol, Shanghai chemical reagent factory). The title compound was abtained as a yellow solid (88.5 mg, 67%). The reactants are 7.19, CN(C)C=O (DMF), [N+](=O)([O-])C1=C(C=CC=C1)C1=CC=C(C=C1)Br (nitro 4'bromobiphenyl), [Cu](C#N)C#N (copper cyanide), C(CN)N (ethylene diamine). Solvent: CC(=O)C (acetone), O (water). The product is [N+](=O)([O-])C1=C(C=CC=C1)C1=CC=C(C=C1)C#N (nitro 4'cyanobiphenyl). Reaction SMILES: [N+:1]([C:4]1[CH:9]=[CH:8][CH:7]=[CH:6][C:5]=1[C:10]1[CH:15]=[CH:14][C:13](Br)=[CH:12][CH:11]=1)([O-:3])=[O:2].[Cu](C#N)[C:18]#[N:19].CN(C=O)C.C(N)CN>O.CC(C)=O>[N+:1]([C:4]1[CH:9]=[CH:8][CH:7]=[CH:6][C:5]=1[C:10]1[CH:15]=[CH:14][C:13]([C:18]#[N:19])=[CH:12][CH:11]=1)([O-:3])=[O:2]. Procedure: 20 g (7.19 10-2 moles) of 4 nitro 4'bromobiphenyl, 11.6 of copper cyanide and 120 ml of DMF are placed in a 250 ml receptacle with a magnetic agitator. The mixture is refluxed for 5 h 30. It is then allowed to cool, acetone is added and the reaction medium is poured into 2 liters of water containing 2 g of ethylene diamine. A precipitate is formed. The solid is filtered out then washed in water and hexane. This raw product is redissolved in chloroform. The organic phase is dried on MgSO4, filter... Starting materials: BrBr (Bromine), C(C)(=O)C=1C=C(C(N(C1C)C1=CC(=CC=C1)C(F)(F)F)=O)C(=O)NCC1=CC=C(C=C1)S(=O)(=O)C (5-acetyl-6-methyl-N-[4-(methylsulfonyl)benzyl]-2-oxo-1-[3-(trifluoromethyl)phenyl]-1,2-dihydropyridine-3-carboxamide). Run in C1CCOC1 (THF), TBF. Reaction conditions: time 2 hour. Yields the product BrCC(=O)C=1C=C(C(N(C1C)C1=CC(=CC=C1)C(F)(F)F)=O)C(=O)NCC1=CC=C(C=C1)S(=O)(=O)C (5-Bromoacetyl-6-methyl-N-[4-(methylsulfonyl)benzyl]-2-oxo-1-[3-(trifluoromethyl)phenyl]-1,2-dihydropyridine-3-carboxamide). Isolated yield 40.7%. Reaction SMILES: [Br:1]Br.[C:3]([C:6]1[CH:7]=[C:8]([C:24]([NH:26][CH2:27][C:28]2[CH:33]=[CH:32][C:31]([S:34]([CH3:37])(=[O:36])=[O:35])=[CH:30][CH:29]=2)=[O:25])[C:9](=[O:23])[N:10]([C:13]2[CH:18]=[CH:17][CH:16]=[C:15]([C:19]([F:22])([F:21])[F:20])[CH:14]=2)[C:11]=1[CH3:12])(=[O:5])[CH3:4]>C1COCC1>[Br:1][CH2:4][C:3]([C:6]1[CH:7]=[C:8]([C:24]([NH:26][CH2:27][C:28]2[CH:33]=[CH:32][C:31]([S:34]([CH3:37])(=[O:36])=[O:35])=[CH:30][CH:29]=2)=[O:25])[C:9](=[O:23])[N:10]([C:13]2[CH:18]=[CH:17][CH:16]=[C:15]([C:19]([F:22])([F:21])[F:20])[CH:14]=2)[C:11]=1[CH3:12])=[O:5]. Reported procedure: Bromine (34 μl, 0.66 mmol) in THF (5 ml) was added to a solution of 5-acetyl-6-methyl-N-[4-(methylsulfonyl)benzyl]-2-oxo-1-[3-(trifluoromethyl)phenyl]-1,2-dihydropyridine-3-carboxamide (320 mg, 0.63 mmol) in TBF (10 ml). After 2 h, the yellow colour had disappeared. The reaction mixture was partitioned between water and ethyl acetate, the organic phase was separated, evaporated, and the residue was chromatographed on silica using ethyl acetate/heptane (1/1, 2/1, 4/1) as eluent. Fractions contain... The reactants are OC(CNCCNC1=CC=C(C=2C(C3=C(C=CC(=C3C(C12)=O)O)O)=O)NCCNCC(C)O)C (1,4-bis[2-(2-hydroxypropylamino)ethylamino]-5,8-dihydroxyanthraquinone), C(C)(=O)O (acetic acid), C(C)O (ethanol). Run in CC(=O)C (acetone). Yields the product C(C)(=O)O.C(C)(=O)O.OC(CNCCNC1=CC=C(C=2C(C3=C(C=CC(=C3C(C12)=O)O)O)=O)NCCNCC(C)O)C (1,4-Bis[2-(2-hydroxypropylamino)ethylamino]-5,8-dihydroxyanthraquinone diacetate salt). As a reaction SMILES: [OH:1][CH:2]([CH3:34])[CH2:3][NH:4][CH2:5][CH2:6][NH:7][C:8]1[C:21]2[C:20](=[O:22])[C:19]3[C:14](=[C:15]([OH:24])[CH:16]=[CH:17][C:18]=3[OH:23])[C:13](=[O:25])[C:12]=2[C:11]([NH:26][CH2:27][CH2:28][NH:29][CH2:30][CH:31]([OH:33])[CH3:32])=[CH:10][CH:9]=1.[C:35]([OH:38])(=[O:37])[CH3:36].C(O)C>CC(C)=O>[C:35]([OH:38])(=[O:37])[CH3:36].[C:35]([OH:38])(=[O:37])[CH3:36].[OH:1][CH:2]([CH3:34])[CH2:3][NH:4][CH2:5][CH2:6][NH:7][C:8]1[C:21]2[C:20](=[O:22])[C:19]3[C:14](=[C:15]([OH:24])[CH:16]=[CH:17][C:18]=3[OH:23])[C:13](=[O:25])[C:12]=2[C:11]([NH:26][CH2:27][CH2:28][NH:29][CH2:30][CH:31]([OH:33])[CH3:32])=[CH:10][CH:9]=1 |f:4.5.6|. Procedure details: A mixture of 228 mg. of 1,4-bis[2-(2-hydroxypropylamino)ethylamino]-5,8-dihydroxyanthraquinone, 60 mg. of glacial acetic acid, and 10 ml. of ethanol is heated on a steam bath for 10 minutes, cooled, treated with 50 ml. of acetone and cooled to obtain the title compound. Starting materials: ClC=1C=CC(=C(C1)NC(C)=O)C=C (N-(5-chloro-2-vinyl-phenyl)-acetamide), BrCC=1C(=NC(=CC1)Cl)Cl (3-bromomethyl-2,6-dichloro-pyridine), C(C)(=O)N1CC2=C(C=CC3=C1C=CC=C3)N=C(C(=C2)F)Cl (6-Acetyl-2-chloro-3-fluoro-5,6-dihydro-pyrido[3,2-c][1]benzazocine). The product is C(C)(=O)N1CC2=C(C=CC3=C1C=C(C=C3)Cl)N=C(C=C2)Cl (6-Acetyl-2,8-dichloro-5,6-dihydropyrido[3,2-c][1]benzazocine). RXN SMILES: [Cl:1][C:2]1[CH:3]=[CH:4][C:5]([CH:12]=[CH2:13])=[C:6]([NH:8][C:9](=[O:11])[CH3:10])[CH:7]=1.Br[CH2:15][C:16]1[C:17](Cl)=[N:18][C:19]([Cl:22])=[CH:20][CH:21]=1.C(N1C2C=CC=CC=2C=CC2N=C(Cl)C(F)=CC=2C1)(=O)C>>[C:9]([N:8]1[C:6]2[CH:7]=[C:2]([Cl:1])[CH:3]=[CH:4][C:5]=2[CH:12]=[CH:13][C:17]2[N:18]=[C:19]([Cl:22])[CH:20]=[CH:21][C:16]=2[CH2:15]1)(=[O:11])[CH3:10]. Reported procedure: The title compound was prepared from 6C and 13B by a route analogous to that used for the preparation of 1D. HPLC Rt=2.769 min; LCMS Found: (M+H)+=319. Starting materials: OC1=C(C=C(C=C1)OC)C1SC2=C(N(C1=O)C)C=CC=C2 ((-)-3,4-dihydro-2-(2-hydroxy-5-methoxyphenyl)-4-methyl-3-oxo-2H-1,4-benzothiazine), ( ii ), BrCCCO (3-bromo-1-propanol), C1(=CC=CC=C1)P(C1=CC=CC=C1)C1=CC=CC=C1 (triphenylphosphine), N(=NC(=O)OCC)C(=O)OCC (diethyl azodicarboxylate). The solvent is O1CCCC1 (tetrahydrofuran). Conditions: time 2 hour. The product is BrCCCOC1=C(C=C(C=C1)OC)C1SC2=C(N(C1=O)C)C=CC=C2 ((-)-3,4-dihydro-2-[2-(3-bromopropoxy)-5-methoxyphenyl]-4-methyl-3-oxo-2H-1,4-benzothiazine). Isolated yield 51.0%. RXN SMILES: [OH:1][C:2]1[CH:7]=[CH:6][C:5]([O:8][CH3:9])=[CH:4][C:3]=1[CH:10]1[C:15](=[O:16])[N:14]([CH3:17])[C:13]2[CH:18]=[CH:19][CH:20]=[CH:21][C:12]=2[S:11]1.[Br:22][CH2:23][CH2:24][CH2:25]O.C1(P(C2C=CC=CC=2)C2C=CC=CC=2)C=CC=CC=1.N(C(OCC)=O)=NC(OCC)=O>O1CCCC1>[Br:22][CH2:23][CH2:24][CH2:25][O:1][C:2]1[CH:7]=[CH:6][C:5]([O:8][CH3:9])=[CH:4][C:3]=1[CH:10]1[C:15](=[O:16])[N:14]([CH3:17])[C:13]2[CH:18]=[CH:19][CH:20]=[CH:21][C:12]=2[S:11]1. Procedure: To a solution of (-)-3,4-dihydro-2-(2-hydroxy-5-methoxyphenyl)-4-methyl-3-oxo-2H-1,4-benzothiazine (6.3 g), which was prepared by the process (ii), in anhydrous tetrahydrofuran (70 ml), 3-bromo-1-propanol (8.8 g), triphenylphosphine (16.6 g) and then diethyl azodicarboxylate (10.0 ml) were added. The mixture was stirred for 2 hours under nitrogen atmosphere and concentrated in vacuo. The residue was purified by the silica gel column chromatography to give 4.5 g (51%) of (-)-3,4-dihydro-2-[2-(3-b...